describe an organic reaction: reactants, conditions, products, and yield From a dataset of the Open Reaction Database (ORD), a public repository of structured organic reaction records. Reactants: FC1=CC=C(C=C1)CC1=CN=C2C(=C(C(N(C2=C1)CCCN1C(CCCCC1)=O)=O)C(=O)OCC)O (ethyl 7-[(4-fluorophenyl)methyl]-4-hydroxy-2-oxo-1-[3-(2-oxohexahydro-1H-azepin-1-yl)propyl]-1,2-dihydro-1,5-naphthyridine-3-carboxylate), NC[C@@H](C)O ((2R)-1-amino-2-propanol). The product is FC1=CC=C(C=C1)CC1=CN=C2C(=C(C(N(C2=C1)CCCN1C(CCCCC1)=O)=O)C(=O)NC[C@@H](C)O)O (7-[(4-fluorophenyl)methyl]-4-hydroxy-N-[(2R)-2-hydroxypropyl]-2-oxo-1-[3-(2-oxohexahydro-1H-azepin-1-yl)propyl]-1,2-dihydro-1,5-naphthyridine-3-carboxamide). Reaction SMILES: [F:1][C:2]1[CH:7]=[CH:6][C:5]([CH2:8][C:9]2[CH:18]=[C:17]3[C:12]([C:13]([OH:36])=[C:14]([C:31](OCC)=[O:32])[C:15](=[O:30])[N:16]3[CH2:19][CH2:20][CH2:21][N:22]3[CH2:28][CH2:27][CH2:26][CH2:25][CH2:24][C:23]3=[O:29])=[N:11][CH:10]=2)=[CH:4][CH:3]=1.[NH2:37][CH2:38][C@H:39]([OH:41])[CH3:40]>>[F:1][C:2]1[CH:7]=[CH:6][C:5]([CH2:8][C:9]2[CH:18]=[C:17]3[C:12]([C:13]([OH:36])=[C:14]([C:31]([NH:37][CH2:38][C@H:39]([OH:41])[CH3:40])=[O:32])[C:15](=[O:30])[N:16]3[CH2:19][CH2:20][CH2:21][N:22]3[CH2:28][CH2:27][CH2:26][CH2:25][CH2:24][C:23]3=[O:29])=[N:11][CH:10]=2)=[CH:4][CH:3]=1. Procedure: This compound was prepared from ethyl 7-[(4-fluorophenyl)methyl]-4-hydroxy-2-oxo-1-[3-(2-oxohexahydro-1H-azepin-1-yl)propyl]-1,2-dihydro-1,5-naphthyridine-3-carboxylate and (2R)-1-amino-2-propanol using methods similar to Example 563 to provide an off-white solid: 1H NMR (300 MHz, DMSO-d6) δ ppm 1.06-1.12 (m, 4 H), 1.54 (d, J=5.05 Hz, 4 H), 1.60-1.75 (m, 4 H), 2.36-2.45 (m, 2 H), 3.15-3.25 (m, 1 H), 3.32-3.47 (m, 4 H), 3.82 (ddd, J=10.84, 6.63, 4.42 Hz, 1 H), 4.15-4.24 (m, 4 H), 4.96 (d, J=4.84 ... Starting materials: COC(=O)Cc1ccc(C(C)(C)C)cc1, CO, O. The product is CC(C)(C)c1ccc(CC(=O)O)cc1. As a reaction SMILES: [C:1]([CH3:2])([CH3:3])([CH3:4])[c:5]1[cH:6][cH:7][c:8]([CH2:11][C:12](=[O:13])[O:14][CH3:15])[cH:9][cH:10]1.[CH3:17][OH:18].[OH2:16]>>[C:1]([CH3:2])([CH3:3])([CH3:4])[c:5]1[cH:6][cH:7][c:8]([CH2:11][C:12](=[O:13])[OH:14])[cH:9][cH:10]1.